This data is from the Open Reaction Database (ORD), a public repository of structured organic reaction records. The task is: describe an organic reaction: reactants, conditions, products, and yield Product: CCCCCCCCNC(=O)NCCCCC. RXN SMILES: [CH2:1]([CH2:2][CH2:3][CH2:4][CH3:5])[NH2:6].[CH2:7]([CH2:8][CH2:9][CH2:10][CH2:11][CH2:12][CH2:13][CH3:14])[N:15]=[C:16]=[O:17].[CH3:18][CH2:19][CH2:20][CH2:21][CH2:22][CH3:23]>>[CH2:1]([CH2:2][CH2:3][CH2:4][CH3:5])[NH:6][C:16]([NH:15][CH2:7][CH2:8][CH2:9][CH2:10][CH2:11][CH2:12][CH2:13][CH3:14])=[O:17]. Reactants: CCCCCN, CCCCCCCCN=C=O, CCCCCC. The reactants are C(#N)C1=C(C=CC=C1)O (cyano-phenol), C(C)OC(C(C(=O)OCC)C(C(C)OC1=CC=C(C=C1)F)=O)=O (diethyl-2-(4'-fluoro-phenoxy)-propionyl-malonate), C([O-])([O-])=O.[K+].[K+] (potassium carbonate). Solvent: CS(=O)C (dimethyl sulfoxide). Conditions: temperature 60 celsius, time 6 hour. Product: C(C)OC(C(C(=O)OCC)C(C(C)OC1=CC=C(C=C1)OC1=CC=C(C=C1)C#N)=O)=O (diethyl-2-[4'-(4"-cyano-phenoxy)-phenoxy]-propionyl-malonate). Isolated yield 84.7%. RXN SMILES: [C:1]([C:3]1[CH:8]=[CH:7][CH:6]=[CH:5][C:4]=1O)#[N:2].[CH2:10]([O:12][C:13](=[O:32])[CH:14]([C:20](=[O:31])[CH:21]([O:23][C:24]1[CH:29]=[CH:28][C:27](F)=[CH:26][CH:25]=1)[CH3:22])[C:15]([O:17][CH2:18][CH3:19])=[O:16])[CH3:11].C(=O)([O-])[O-:34].[K+].[K+]>CS(C)=O>[CH2:10]([O:12][C:13](=[O:32])[CH:14]([C:20](=[O:31])[CH:21]([O:23][C:24]1[CH:29]=[CH:28][C:27]([O:34][C:6]2[CH:7]=[CH:8][C:3]([C:1]#[N:2])=[CH:4][CH:5]=2)=[CH:26][CH:25]=1)[CH3:22])[C:15]([O:17][CH2:18][CH3:19])=[O:16])[CH3:11] |f:2.3.4|. Procedure: 11.9 g of cyano-phenol and 32.6 g of diethyl-2-(4'-fluoro-phenoxy)-propionyl-malonate are dissolved in 150 ml of dimethyl sulfoxide, whereupon 13.8 g of potassium carbonate are added and the reaction mixture is stirred at 60° C. for 6 hours. The reaction mixture is filtered and the filtrate is evaporated. Thus 36 g of the desired compound are obtained, yield 86%. Starting materials: C(C)(C)C=1C(=NC(=NC1OC)OC)OS(=O)(=O)C(F)(F)F (trifluoro-methanesulfonic acid 5-isopropyl-2,6-dimethoxy-pyrimidin-4-yl ester), N1=CC(=CC2=CC=CC=C12)B(O)O (3-quinoline boronic acid), C(=O)([O-])[O-].[Na+].[Na+] (Na2CO3). The reagents and catalysts are C1=CC=C(C=C1)P([C-]2C=CC=C2)C3=CC=CC=C3.C1=CC=C(C=C1)P([C-]2C=CC=C2)C3=CC=CC=C3.Cl[Pd]Cl.[Fe+2] (Pd(dppf)2Cl2). Solvent: COCCOC (DME). Conditions: temperature 130 celsius. Product: C(C)(C)C=1C(=NC(=NC1OC)OC)C=1C=NC2=CC=CC=C2C1 (3-(5-Isopropyl-2,6-dimethoxy-pyrimidin-4-yl)-quinoline). Isolated yield 49.7%. Reaction SMILES: [CH:1]([C:4]1[C:5](OS(C(F)(F)F)(=O)=O)=[N:6][C:7]([O:12][CH3:13])=[N:8][C:9]=1[O:10][CH3:11])([CH3:3])[CH3:2].[N:22]1[C:31]2[C:26](=[CH:27][CH:28]=[CH:29][CH:30]=2)[CH:25]=[C:24](B(O)O)[CH:23]=1.C([O-])([O-])=O.[Na+].[Na+]>C1C=CC(P(C2C=CC=CC=2)[C-]2C=CC=C2)=CC=1.C1C=CC(P(C2C=CC=CC=2)[C-]2C=CC=C2)=CC=1.Cl[Pd]Cl.[Fe+2].COCCOC>[CH:1]([C:4]1[C:5]([C:24]2[CH:23]=[N:22][C:31]3[C:26]([CH:25]=2)=[CH:27][CH:28]=[CH:29][CH:30]=3)=[N:6][C:7]([O:12][CH3:13])=[N:8][C:9]=1[O:10][CH3:11])([CH3:3])[CH3:2] |f:2.3.4,5.6.7.8|. Procedure: In a 5 mL microwave reaction tube, trifluoro-methanesulfonic acid 5-isopropyl-2,6-dimethoxy-pyrimidin-4-yl ester (30 mg, 0.091 mmol), 3-quinoline boronic acid (19 mg, 1.2 eq.) and Pd(dppf)2Cl2 (7.4 mg, 10%) were mixed with 2 mL DME and 0.18 mL 2M aqueous Na2CO3 (4 eq.). The reaction mixture was heated in microwave at 130° C. for 40 minutes. The reaction mixture was concentrated down and purified by reverse phase prep HPLC (MeCN/water) to give a white powder (14 mg, 50%). LC-MS shows 310.2 (M+1). The reactants are [N+](=O)([O-])C=1C=C(C=O)C=CC1 (m-Nitrobenzaldehyde), P(OCC)(OCC)[O-] (diethyl phosphite), [F-].[K+] (KF). Run in C(Cl)Cl (CH2Cl2). Yields the product OC(C1=CC(=CC=C1)[N+](=O)[O-])P(OCC)(OCC)=O (Diethyl hydroxy(m-nitrobenzyl)Phosphonate). The yield is 98.8%. Reaction SMILES: [N+:1]([C:4]1[CH:5]=[C:6]([CH:9]=[CH:10][CH:11]=1)[CH:7]=[O:8])([O-:3])=[O:2].[P:12]([O-:19])([O:16][CH2:17][CH3:18])[O:13][CH2:14][CH3:15].[F-].[K+]>C(Cl)Cl>[OH:8][CH:7]([P:12](=[O:19])([O:16][CH2:17][CH3:18])[O:13][CH2:14][CH3:15])[C:6]1[CH:9]=[CH:10][CH:11]=[C:4]([N+:1]([O-:3])=[O:2])[CH:5]=1 |f:2.3|. Reported procedure: m-Nitrobenzaldehyde (4.53 g, 30 mmol) was dissolved in diethyl phosphite (4.14 g, 30 mmol) under gentle heating. The solution was brought to room temperature and KF (8.7 g, 0.15 mole) was added with rapid stirring. After 30 min the mixture was suspended in CH2Cl2 (150 ml). The resultant suspension was filtered and the filtrate was concentrated under reduced pressure furnishing 8.57 g (99%) of 17 as a yellow colored solid, mp 93-95° C., IR (neat): 3750-3040, 1540, 1355, 1205 and 1050; 1H NMR (200...